The task is: describe an organic reaction: reactants, conditions, products, and yield. This data is from the Open Reaction Database (ORD), a public repository of structured organic reaction records. The reactants are CN1C(=C2C(=C(C1=O)N1CCOCC1)C(NC2=S)=O)CCC2=NC1=CC=CC=C1C=C2 (5-methyl-7-morpholin-4-yl-(2-quinolin-2-yl-ethyl)-1,6-dioxo-5H-pyrrolo[3,4-c]pyridine-3-thione), C1CCOC1 (THF), CCO (EtOH). The reagents and catalysts are [Ni] (Nickel). Conditions: time 16 hour. Product: CN1C=C2C(=C(C1=O)N1CCOCC1)C(N(C2)CCC2=NC1=CC=CC=C1C=C2)=O (5-Methyl-7-morpholin-4-yl-2-(2-quinolin-2-yl-ethyl)-3,5-dihydro-2H-pyrrolo[3,4-c]pyridine-1,6-dione). Isolated yield 24.4%. Reaction SMILES: [CH3:1][N:2]1[C:7](=[O:8])[C:6]([N:9]2[CH2:14][CH2:13][O:12][CH2:11][CH2:10]2)=[C:5]2[C:15](=[O:19])[NH:16][C:17](=S)[C:4]2=[C:3]1CCC1C=CC2C(=CC=CC=2)N=1.[CH2:32]1[CH2:36]O[CH2:34][CH2:33]1.[CH3:37][CH2:38]O>[Ni]>[CH3:1][N:2]1[C:7](=[O:8])[C:6]([N:9]2[CH2:14][CH2:13][O:12][CH2:11][CH2:10]2)=[C:5]2[C:15](=[O:19])[N:16]([CH2:34][CH2:33][C:32]3[CH:36]=[CH:37][C:38]4[C:3](=[CH:4][CH:5]=[CH:6][CH:7]=4)[N:2]=3)[CH2:17][C:4]2=[CH:3]1. Reported procedure: Nickel (7.56 mg, 0.129 mmol) was added rapidly to a mixture of 5-methyl-7-morpholin-4-yl-(2-quinolin-2-yl-ethyl)-1,6-dioxo-5H-pyrrolo[3,4-c]pyridine-3-thione (0.56 g, 1.289 mmol, see Example 9.1) in EtOH (20 ml)/THF (5 ml). The mixture was allowed to stir under a hydrogen atmosphere (at a pressure of about 35 psi) at r.t. for about 16 h. The solvent was removed and the resulting mixture was purified via preparative HPLC (System: Isco Combi Flash Companion XL, eluent: MeCN/ammonium acetate buffer... The reactants are C(C)OC(C(CC1=CC=C(C=C1)OCCC1=CC=C(C=C1)OS(=O)(=O)C)C#N)=O (2-cyano-3-{4-[2-(4-methanesulfonyloxyphenyl)ethoxy]phenyl}propanoic acid ethyl ester), O.[OH-].[Li+] (lithium hydroxide hydrate), CO (methanol). The product is C(#N)C(C(=O)O)CC1=CC=C(C=C1)OCCC1=CC=C(C=C1)OS(=O)(=O)C (2-cyano-3-{4-[2-(4-methanesulfonyloxyphenyl)ethoxy]phenyl}propanoic acid). The solvent is O1CCCC1 (tetrahydrofuran), O (water), O (Water). Procedure details: A mixture of 2-cyano-3-{4-[2-(4-methanesulfonyloxyphenyl)ethoxy]phenyl}propanoic acid ethyl ester (described in Example 7) (0.9 g; 2.16 mmole), lithium hydroxide hydrate (0.12 g; 2.86 mmole), methanol (5 ml), water (5 ml) and tetrahydrofuran (10 ml) was stirred for 30 minutes at room temperature. Water was added and the mixture was washed with diethyl ether. The water phase was acidified with hydrochloric acid and extracted with ethyl acetate. The organic phase was dried (sodium sulfate), filter... Reaction conditions: time 30 minute. Yield: 66.6%. Reaction SMILES: C([O:3][C:4](=[O:29])[CH:5]([C:27]#[N:28])[CH2:6][C:7]1[CH:12]=[CH:11][C:10]([O:13][CH2:14][CH2:15][C:16]2[CH:21]=[CH:20][C:19]([O:22][S:23]([CH3:26])(=[O:25])=[O:24])=[CH:18][CH:17]=2)=[CH:9][CH:8]=1)C.O.[OH-].[Li+].CO>O.O1CCCC1>[C:27]([CH:5]([CH2:6][C:7]1[CH:8]=[CH:9][C:10]([O:13][CH2:14][CH2:15][C:16]2[CH:21]=[CH:20][C:19]([O:22][S:23]([CH3:26])(=[O:25])=[O:24])=[CH:18][CH:17]=2)=[CH:11][CH:12]=1)[C:4]([OH:29])=[O:3])#[N:28] |f:1.2.3|.